Dataset: the Open Reaction Database (ORD), a public repository of structured organic reaction records. Task: describe an organic reaction: reactants, conditions, products, and yield The reactants are FC=1C=C2C(=C(C=NC2=CN1)C#N)NC=1C=C2C=CNC2=CC1 (6-fluoro-4-(1H-indol-5-ylamino)-1,7-naphthyridine-3-carbonitrile), N1(CCOCC1)CCN (2-morpholin-4-yl-ethylamine). The product is N1C=CC2=CC(=CC=C12)NC1=C(C=NC2=CN=C(C=C12)NCCN1CCOCC1)C#N (4-(1H-indol-5-ylamino)-6-[(2-morpholin-4-ylethyl)amino]-1,7-naphthyridine-3-carbonitrile). Yield: 55.0%. As a reaction SMILES: F[C:2]1[CH:3]=[C:4]2[C:9](=[CH:10][N:11]=1)[N:8]=[CH:7][C:6]([C:12]#[N:13])=[C:5]2[NH:14][C:15]1[CH:16]=[C:17]2[C:21](=[CH:22][CH:23]=1)[NH:20][CH:19]=[CH:18]2.[N:24]1([CH2:30][CH2:31][NH2:32])[CH2:29][CH2:28][O:27][CH2:26][CH2:25]1>>[NH:20]1[C:21]2[C:17](=[CH:16][C:15]([NH:14][C:5]3[C:4]4[C:9](=[CH:10][N:11]=[C:2]([NH:32][CH2:31][CH2:30][N:24]5[CH2:29][CH2:28][O:27][CH2:26][CH2:25]5)[CH:3]=4)[N:8]=[CH:7][C:6]=3[C:12]#[N:13])=[CH:23][CH:22]=2)[CH:18]=[CH:19]1. Procedure: Following the procedure described above in Example 34, 6-fluoro-4-(1H-indol-5-ylamino)-1,7-naphthyridine-3-carbonitrile was reacted with 2-morpholin-4-yl-ethylamine. The crude product was purified by flash column chromatography (2 to 10% methanol in methylene chloride) to give a yellow solid (0.103 g, 55%). 1H NMR (400 MHz, DMSO-D6) δ ppm 2.4 (m, 4 H) 2.6 (t, J=6.8 Hz, 2 H) 3.4 (m, 2 H) 3.6 (m, 4 H) 6.5 (m, 2 H) 7.1 (dd, J=8.5, 1.9 Hz, 1 H) 7.2 (s, 1 H) 7.4 (m, 1 H) 7.4 (d, J=8.6 Hz, 1 H) 7.5 (d... The reactants are COc1cccc2nc3cccc(C(=O)O)c3nc12, Nc1nnn[nH]1, O, O, O=S(Cl)Cl, c1ccncc1. Product: COc1cccc2nc3cccc(C(=O)Nc4nnn[nH]4)c3nc12. Reaction SMILES: [CH3:1][O:2][c:3]1[cH:4][cH:5][cH:6][c:7]2[n:8][c:9]3[cH:10][cH:11][cH:12][c:13]([C:17](=[O:18])[OH:19])[c:14]3[n:15][c:16]12.[NH2:21][c:22]1[n:23][n:24][n:25][nH:26]1.[OH2:20].[OH2:37].[S:27]([Cl:28])([Cl:29])=[O:30].[cH:31]1[cH:32][cH:33][n:34][cH:35][cH:36]1>>[CH3:1][O:2][c:3]1[cH:4][cH:5][cH:6][c:7]2[n:8][c:9]3[cH:10][cH:11][cH:12][c:13]([C:17](=[O:19])[NH:21][c:22]4[n:23][n:24][n:25][nH:26]4)[c:14]3[n:15][c:16]12. Starting materials: C=CCOC(=O)COc1c(C(=O)OCc2ccccc2)sc(-c2cccc(NC3CCN(S(=O)(=O)Cc4ccccc4)CC3)c2)c1Br, C1COCCN1, C1CCOC1. Product: O=C(O)COc1c(C(=O)OCc2ccccc2)sc(-c2cccc(NC3CCN(S(=O)(=O)Cc4ccccc4)CC3)c2)c1Br. As a reaction SMILES: [CH2:1]([c:2]1[cH:3][cH:4][cH:5][cH:6][cH:7]1)[O:8][C:9](=[O:10])[c:11]1[s:12][c:13](-[c:25]2[cH:26][c:27]([NH:31][CH:32]3[CH2:33][CH2:34][N:35]([S:38](=[O:39])(=[O:40])[CH2:41][c:42]4[cH:43][cH:44][cH:45][cH:46][cH:47]4)[CH2:36][CH2:37]3)[cH:28][cH:29][cH:30]2)[c:14]([Br:24])[c:15]1[O:16][CH2:17][C:18](=[O:19])[O:20][CH2:21][CH:22]=[CH2:23].[CH2:48]1[NH:49][CH2:50][CH2:51][O:52][CH2:53]1.[CH2:54]1[O:55][CH2:56][CH2:57][CH2:58]1>>[CH2:1]([c:2]1[cH:3][cH:4][cH:5][cH:6][cH:7]1)[O:8][C:9](=[O:10])[c:11]1[s:12][c:13](-[c:25]2[cH:26][c:27]([NH:31][CH:32]3[CH2:33][CH2:34][N:35]([S:38](=[O:39])(=[O:40])[CH2:41][c:42]4[cH:43][cH:44][cH:45][cH:46][cH:47]4)[CH2:36][CH2:37]3)[cH:28][cH:29][cH:30]2)[c:14]([Br:24])[c:15]1[O:16][CH2:17][C:18](=[O:19])[OH:20]. Reactants: C=C(C)C(=O)N=C=O, CCC(C)=NO, ClCCCl. Yields the product C=C(C)C(=O)NC(=O)ON=C(C)CC. RXN SMILES: [C:1]([C:2](=[CH2:3])[CH3:4])(=[O:5])[N:6]=[C:7]=[O:8].[CH3:9][C:10]([CH2:11][CH3:12])=[N:13][OH:14].[Cl:15][CH2:16][CH2:17][Cl:18]>>[C:1]([C:2](=[CH2:3])[CH3:4])(=[O:5])[NH:6][C:7](=[O:8])[O:14][N:13]=[C:10]([CH3:9])[CH2:11][CH3:12]. Reactants: CC1(OCCO1)C1=CC=C(S1)CN1N=C(C=C1)[N+](=O)[O-] (1-[5-(2-methyl-[1,3]dioxolan-2-yl)-thiophen-2-ylmethyl]-3-nitro-1H-pyrazole), [NH4+].[Cl-] (NH4Cl), N#N (N2). The reagents and catalysts are [Fe] (iron). Solvent: CCO (EtOH), O (water). Reaction conditions: temperature 75 celsius, time 30 minute. The product is CC1(OCCO1)C1=CC=C(S1)CN1N=C(C=C1)N (1-[5-(2-Methyl-[1,3]dioxolan-2-yl)-thiophen-2-ylmethyl]-1H-pyrazol-3-ylamine). RXN SMILES: N#N.[CH3:3][C:4]1([C:9]2[S:13][C:12]([CH2:14][N:15]3[CH:19]=[CH:18][C:17]([N+:20]([O-])=O)=[N:16]3)=[CH:11][CH:10]=2)[O:8][CH2:7][CH2:6][O:5]1.[NH4+].[Cl-]>CCO.O.[Fe]>[CH3:3][C:4]1([C:9]2[S:13][C:12]([CH2:14][N:15]3[CH:19]=[CH:18][C:17]([NH2:20])=[N:16]3)=[CH:11][CH:10]=2)[O:8][CH2:7][CH2:6][O:5]1 |f:2.3|. Procedure details: In a flame dried round-bottomed flask equipped with a magnetic stir bar and under inert atmosphere (N2), a mixture of 1-[5-(2-methyl-[1,3]dioxolan-2-yl)-thiophen-2-ylmethyl]-3-nitro-1H-pyrazole (230 mg, 0.78 mmol), iron powder (132 mg, 2.34 mmol) and NH4Cl (210 mg, 3.85 mmol) in a mixture of EtOH (4.0 mL) and water (2.0 mL) was stirred at 75° C. for 30 min. The reaction mixture was filtered while hot and concentrated under reduced pressure. CH2Cl2 (40 mL) was added followed by 1M NaOH (40 mL). T...